Dataset: the Open Reaction Database (ORD), a public repository of structured organic reaction records. Task: describe an organic reaction: reactants, conditions, products, and yield Reactants: equimolar mixture, C(#N)C1=CC2=C(NC(=N2)C2=CC=CC=3C(C4=CC=CC=C4C23)=NO)C=C1 (4-(5-cyano-1H-benzimidazol-2-yl)-9H-fluoren-9-one oxime), C(C)(=O)O (acetic acid). Reagents/catalysts: [Zn] (zinc). Solvent: C(C)O (ethanol), O (water). The product is C(#N)C1=CC2=C(NC(=N2)C2=CC=CC=3C(C4=CC=CC=C4C23)N)C=C1 (4-(5-cyano-1H-benzimidazol-2-yl)-9H-fluorene-9(R,S)-amine). As a reaction SMILES: [C:1]([C:3]1[CH:26]=[CH:25][C:6]2[NH:7][C:8]([C:10]3[C:22]4[C:21]5[C:16](=[CH:17][CH:18]=[CH:19][CH:20]=5)[C:15](=[N:23]O)[C:14]=4[CH:13]=[CH:12][CH:11]=3)=[N:9][C:5]=2[CH:4]=1)#[N:2].C(O)(=O)C>C(O)C.O.[Zn]>[C:1]([C:3]1[CH:26]=[CH:25][C:6]2[NH:7][C:8]([C:10]3[C:22]4[C:21]5[C:16](=[CH:17][CH:18]=[CH:19][CH:20]=5)[CH:15]([NH2:23])[C:14]=4[CH:13]=[CH:12][CH:11]=3)=[N:9][C:5]=2[CH:4]=1)#[N:2]. Reported procedure: In a 100 ml round-bottomed flask under an argon atmosphere, dissolve 1.58 g of an equimolar mixture of 4-(5-cyano-1H-benzimidazol-2-yl)-9H-fluoren-9-one oxime (Z,E), obtained in the previous stage, in a mixture of 10 ml of ethanol and 10 ml of water and 10 ml of acetic acid, at room temperature, add 1.2 g of zinc in three stages, and stir for approximately one hour to two hours between each addition. Add Celite and filter. The filtrate is concentrated under pressure. The crude product is purifie... Starting materials: COc1cc(B2OC(C)(C)C(C)(C)O2)ccc1NC(=O)c1cc2ccccc2n1C, COCCOC, Nc1ncnc2c1c(I)nn2CCCN1CCOCC1, [Na+], [Na+], O=C([O-])[O-], O, c1ccc(P(c2ccccc2)(c2ccccc2)[Pd](P(c2ccccc2)(c2ccccc2)c2ccccc2)(P(c2ccccc2)(c2ccccc2)c2ccccc2)P(c2ccccc2)(c2ccccc2)c2ccccc2)cc1. Product: COc1cc(-c2nn(CCCN3CCOCC3)c3ncnc(N)c23)ccc1NC(=O)c1cc2ccccc2n1C. As a reaction SMILES: [CH3:21][O:22][c:23]1[c:24]([NH:38][C:39](=[O:40])[c:41]2[n:42]([CH3:50])[c:43]3[cH:44][cH:45][cH:46][cH:47][c:48]3[cH:49]2)[cH:25][cH:26][c:27]([B:29]2[O:30][C:31]([CH3:32])([CH3:33])[C:34]([CH3:35])([CH3:36])[O:37]2)[cH:28]1.[CH3:57][O:58][CH2:59][CH2:60][O:61][CH3:62].[I:1][c:2]1[n:3][n:4]([CH2:12][CH2:13][CH2:14][N:15]2[CH2:16][CH2:17][O:18][CH2:19][CH2:20]2)[c:5]2[n:6][cH:7][n:8][c:9]([NH2:11])[c:10]12.[Na+:51].[Na+:52].[O-:53][C:54](=[O:55])[O-:56].[OH2:63].[cH:64]1[cH:65][cH:66][c:67]([P:68]([Pd:69]([P:70]([c:71]2[cH:72][cH:73][cH:74][cH:75][cH:76]2)([c:77]2[cH:78][cH:79][cH:80][cH:81][cH:82]2)[c:83]2[cH:84][cH:85][cH:86][cH:87][cH:88]2)([P:89]([c:90]2[cH:91][cH:92][cH:93][cH:94][cH:95]2)([c:96]2[cH:97][cH:98][cH:99][cH:100][cH:101]2)[c:102]2[cH:103][cH:104][cH:105][cH:106][cH:107]2)[P:108]([c:109]2[cH:110][cH:111][cH:112][cH:113][cH:114]2)([c:115]2[cH:116][cH:117][cH:118][cH:119][cH:120]2)[c:121]2[cH:122][cH:123][cH:124][cH:125][cH:126]2)([c:127]2[cH:128][cH:129][cH:130][cH:131][cH:132]2)[c:133]2[cH:134][cH:135][cH:136][cH:137][cH:138]2)[cH:139][cH:140]1>>[c:2]1(-[c:27]2[cH:26][cH:25][c:24]([NH:38][C:39](=[O:40])[c:41]3[n:42]([CH3:50])[c:43]4[cH:44][cH:45][cH:46][cH:47][c:48]4[cH:49]3)[c:23]([O:22][CH3:21])[cH:28]2)[n:3][n:4]([CH2:12][CH2:13][CH2:14][N:15]2[CH2:16][CH2:17][O:18][CH2:19][CH2:20]2)[c:5]2[n:6][cH:7][n:8][c:9]([NH2:11])[c:10]12. Starting materials: ClC1=NC(=CC2=C(C(=CC=C12)OC)OC)NC1=NNC(=C1)C ((1-chloro-5,6-dimethoxy-isoquinolin-3-yl)-(5-methyl-1H-pyrazol-3-yl)-amine), NC1=CC=C(C#N)C=C1 (4-amino-benzonitrile). Yields the product CC1=CC(=NN1)NC=1N=C(C2=CC=C(C(=C2C1)OC)OC)NC1=CC=C(C#N)C=C1 (4-[3-(5-methyl-1H-pyrazol-3-ylamino)-5,6-dimethoxy-isoquinolin-1-ylamino]-benzonitrile). As a reaction SMILES: Cl[C:2]1[C:11]2[C:6](=[C:7]([O:14][CH3:15])[C:8]([O:12][CH3:13])=[CH:9][CH:10]=2)[CH:5]=[C:4]([NH:16][C:17]2[CH:21]=[C:20]([CH3:22])[NH:19][N:18]=2)[N:3]=1.[NH2:23][C:24]1[CH:31]=[CH:30][C:27]([C:28]#[N:29])=[CH:26][CH:25]=1>>[CH3:22][C:20]1[NH:19][N:18]=[C:17]([NH:16][C:4]2[N:3]=[C:2]([NH:23][C:24]3[CH:31]=[CH:30][C:27]([C:28]#[N:29])=[CH:26][CH:25]=3)[C:11]3[C:6]([CH:5]=2)=[C:7]([O:14][CH3:15])[C:8]([O:12][CH3:13])=[CH:9][CH:10]=3)[CH:21]=1. Procedure: Similar procedure as described in example 273 was used, starting from (1-chloro-5,6-dimethoxy-isoquinolin-3-yl)-(5-methyl-1H-pyrazol-3-yl)-amine and 4-amino-benzonitrile to give 4-[3-(5-methyl-1H-pyrazol-3-ylamino)-5,6-dimethoxy-isoquinolin-1-ylamino]-benzonitrile. LC-MS m/e 401(MH+). The reactants are [H-].[Na+] (Sodium hydride), C1(=CC=CC=C1)COC(=O)NC1(CC1)C(=O)OC (methyl 1-({[(phenylmethyl)oxy]carbonyl}amino)cyclopropanecarboxylate), IC (iodomethane). The solvent is CN(C)C=O (DMF), CN(C)C=O (DMF), O (water). Reaction conditions: temperature 0 celsius, time 45 minute. The product is CN(C1(CC1)C(=O)OC)C(=O)OCC1=CC=CC=C1 (methyl 1-(methyl{[(phenylmethyl)oxy]carbonyl}amino)cyclopropanecarboxylate). Yield: 247.7%. RXN SMILES: [H-].[Na+].[C:3]1([CH2:9][O:10][C:11]([NH:13][C:14]2([C:17]([O:19][CH3:20])=[O:18])[CH2:16][CH2:15]2)=[O:12])[CH:8]=[CH:7][CH:6]=[CH:5][CH:4]=1.I[CH3:22]>CN(C=O)C.O>[CH3:22][N:13]([C:11]([O:10][CH2:9][C:3]1[CH:4]=[CH:5][CH:6]=[CH:7][CH:8]=1)=[O:12])[C:14]1([C:17]([O:19][CH3:20])=[O:18])[CH2:16][CH2:15]1 |f:0.1|. Procedure details: Sodium hydride (995 mg, 41.466 mmol) was taken up in DMF (50 mL) and was cooled to 0° C. for 30 min. Then a mixture of methyl 1-({[(phenylmethyl)oxy]carbonyl}amino)cyclopropanecarboxylate (6.46 g, 25.916 mmol) in DMF (25 mL) was slowly added over 10 min. The resulting mixture was allowed to stir for 45 min, and then iodomethane (4.84 mL, 77.74 mmol) was added, and the reaction was allowed to warm to room temperature overnight. The mixture was then carefully diluted with water (10 mL), and the aq... The reactants are ClC1=CC=C2C(=C1)NC(C21C(N(C(CC1C1=CC(=CC=C1)Cl)=O)CC(=O)F)C1=C(C=CC(=C1)F)C)=O (racemic (2′R,3R,4′S)-6-chloro-4′-(3-chlorophenyl)-1′-fluorocarbonylmethyl-2′-(5-fluoro-2-methylphenyl)spiro[3H-indole-3,3′-piperidine]-2,6′(1H)-dione), CN1CCC(CC1)N (1-methyl-piperidin-4-ylamine), CN1CCOCC1 (N-methylmorpholine). Reagents/catalysts: CN(C1=CC=NC=C1)C (4-dimethylaminopyridine). The solvent is O1CCCC1 (tetrahydrofuran). Yields the product N1CC2(CCC1=O)C(NC1=CC=CC=C12)=O (spiro[3H-indole-3,3′-piperidine]-2,6′(1H)-dione). Yield: 105.3%. As a reaction SMILES: Cl[C:2]1[CH:7]=[C:6]2[NH:8][C:9](=[O:36])[C:10]3([CH:15](C4C=CC=C(Cl)C=4)[CH2:14][C:13](=[O:23])[N:12](CC(F)=O)[CH:11]3C3C=C(F)C=CC=3C)[C:5]2=[CH:4][CH:3]=1.CN1CCC(N)CC1.CN1CCOCC1>CN(C)C1C=CN=CC=1.O1CCCC1>[NH:12]1[C:13](=[O:23])[CH2:14][CH2:15][C:10]2([C:5]3[C:6](=[CH:7][CH:2]=[CH:3][CH:4]=3)[NH:8][C:9]2=[O:36])[CH2:11]1. Procedure: In a manner similar to the method described in example 34b, racemic (2′R,3R,4′S)-6-chloro-4′-(3-chlorophenyl)-1′-[(fluorocarbonyl)-methyl]-2′-(5-fluoro-2-methylphenyl)spiro[3H-indole-3,3′-piperidine]-2,6′(1H)-dione (0.1 g, 0.18 mmol) prepared in example 57a was reacted with 1-methyl-piperidin-4-ylamine (0.1 g, 0.88 mmol), N-methylmorpholine (0.1 g, 0.99 mmol) and 4-dimethylaminopyridine (1 mg, 0.008 mmol) in tetrahydrofuran to give racemic (2′R,3R,4′S)-6-chloro-4′-(3-chlorophenyl)-2′-(5-fluoro-2... Reactants: C(C)(C)(C)OC(=O)N1[C@@H](CC(C1)=NOC)C(=O)O ((2S,4EZ)-1-(tert-butoxycarbonyl)-4-(methoxyimino)-2-pyrrolidinecarboxylic acid), C=1(C(=CC=CC1)C(=O)Cl)C1=CC=CC=C1 ([1,1′-biphenyl]carbonyl chloride), C(C)C1=NN=C(S1)N (5-ethyl-1,3,4-thiadiazol-2-amine). Product: C1(=CC=C(C=C1)C(=O)N1[C@@H](CC(C1)=NOC)C(=O)NC=1SC(=NN1)CC)C1=CC=CC=C1 ((2S,4EZ)-1-([1,1′-biphenyl]-4-ylcarbonyl)-N-(5-ethyl-1,3,4-thiadiazol-2-yl)-4-(methoxyimino)-2-pyrrolidinecarboxamide). Reaction SMILES: C(O[C:6]([N:8]1[CH2:12][C:11](=[N:13][O:14][CH3:15])[CH2:10][C@H:9]1[C:16]([OH:18])=O)=[O:7])(C)(C)C.[C:19]1([C:28]2[CH:33]=[CH:32][CH:31]=[CH:30][CH:29]=2)[C:20](C(Cl)=O)=[CH:21][CH:22]=[CH:23][CH:24]=1.[CH2:34]([C:36]1[S:40][C:39]([NH2:41])=[N:38][N:37]=1)[CH3:35]>>[C:28]1([C:19]2[CH:24]=[CH:23][CH:22]=[CH:21][CH:20]=2)[CH:29]=[CH:30][C:31]([C:6]([N:8]2[CH2:12][C:11](=[N:13][O:14][CH3:15])[CH2:10][C@H:9]2[C:16]([NH:41][C:39]2[S:40][C:36]([CH2:34][CH3:35])=[N:37][N:38]=2)=[O:18])=[O:7])=[CH:32][CH:33]=1. Procedure: Following the general method as outlined in Example 22, starting from (2S,4EZ)-1-(tert-butoxycarbonyl)-4-(methoxyimino)-2-pyrrolidinecarboxylic acid, [1,1′-biphenyl]carbonyl chloride, and 5-ethyl-1,3,4-thiadiazol-2-amine the title compound was obtained in 89% purity by LC/MS. MS(ESI+): m/z=450.2. The reactants are C(C1=CC=CC=C1)OC1CCC(CC1)(C(=O)O)C (4-benzyloxy-1-methyl-cyclohexanecarboxylic acid), S(=O)(Cl)Cl (thionyl chloride). The product is C(C1=CC=CC=C1)OC1CCC(CC1)(C(=O)Cl)C (4-benzyloxy-1-methyl-cyclohexanecarbonyl chloride). Isolated yield 99.0%. RXN SMILES: [CH2:1]([O:8][CH:9]1[CH2:14][CH2:13][C:12]([CH3:18])([C:15](O)=[O:16])[CH2:11][CH2:10]1)[C:2]1[CH:7]=[CH:6][CH:5]=[CH:4][CH:3]=1.S(Cl)([Cl:21])=O>>[CH2:1]([O:8][CH:9]1[CH2:14][CH2:13][C:12]([CH3:18])([C:15]([Cl:21])=[O:16])[CH2:11][CH2:10]1)[C:2]1[CH:7]=[CH:6][CH:5]=[CH:4][CH:3]=1. Reported procedure: A solution of 4-benzyloxy-1-methyl-cyclohexanecarboxylic acid (1.71 g, 6.89 mmol) in thionyl chloride (10 ml) was refluxed for 2 hours. The reaction mixture was concentrated on high vacuum giving 1.84 g (99%) of 4-benzyloxy-1-methyl-cyclohexanecarbonyl chloride as a yellow oil. Reactants: COc1ccc(COC(=O)C(CC(C)C)Nc2nn(C(=O)OC(C)(C)C)cc2Br)cc1, CC(C)(C)OC(=O)N1CCN(c2ccc(B(O)O)cc2)CC1, [Na+], [Na+], O=C([O-])[O-], CN(C)C=O, O. Product: COc1ccc(COC(=O)C(CC(C)C)Nc2nn(C(=O)OC(C)(C)C)cc2-c2ccc(N3CCN(C(=O)OC(C)(C)C)CC3)cc2)cc1. As a reaction SMILES: [Br:1][c:2]1[c:3]([NH:14][CH:15]([CH2:16][CH:17]([CH3:18])[CH3:19])[C:20](=[O:21])[O:22][CH2:23][c:24]2[cH:25][cH:26][c:27]([O:30][CH3:31])[cH:28][cH:29]2)[n:4][n:5]([C:7](=[O:8])[O:9][C:10]([CH3:11])([CH3:12])[CH3:13])[cH:6]1.[C:32]([CH3:33])([CH3:34])([CH3:35])[O:36][C:37](=[O:38])[N:39]1[CH2:40][CH2:41][N:42]([c:45]2[cH:46][cH:47][c:48]([B:51]([OH:52])[OH:53])[cH:49][cH:50]2)[CH2:43][CH2:44]1.[Na+:54].[Na+:55].[O-:56][C:57](=[O:58])[O-:59].[O:61]=[CH:62][N:63]([CH3:64])[CH3:65].[OH2:60]>>[c:2]1(-[c:48]2[cH:47][cH:46][c:45]([N:42]3[CH2:41][CH2:40][N:39]([C:37]([O:36][C:32]([CH3:33])([CH3:34])[CH3:35])=[O:38])[CH2:44][CH2:43]3)[cH:50][cH:49]2)[c:3]([NH:14][CH:15]([CH2:16][CH:17]([CH3:18])[CH3:19])[C:20](=[O:21])[O:22][CH2:23][c:24]2[cH:25][cH:26][c:27]([O:30][CH3:31])[cH:28][cH:29]2)[n:4][n:5]([C:7](=[O:8])[O:9][C:10]([CH3:11])([CH3:12])[CH3:13])[cH:6]1. The product is COC(=O)CCNCc1cccs1. Reaction SMILES: [C:8]([CH:9]=[CH2:10])(=[O:11])[O:12][CH3:13].[CH3:14][CH2:15][OH:16].[s:1]1[c:2]([CH2:6][NH2:7])[cH:3][cH:4][cH:5]1>>[s:1]1[c:2]([CH2:6][NH:7][CH2:10][CH2:9][C:8](=[O:11])[O:12][CH3:13])[cH:3][cH:4][cH:5]1. Starting materials: C=CC(=O)OC, CCO, NCc1cccs1. Reactants: FC1C2COCC(C1)N2 (6-fluoro-3-oxa-8-azabicyclo[3.2.1]octane), compound 1a, COC(=O)C=1[C@@H](N=C(NC1CBr)C=1SC=CN1)C1=C(C=C(C=C1)F)Cl ((R)-6-bromomethyl-4-(2-chloro-4-fluoro-phenyl)-2-thiazol-2-yl-1,4-dihydro-pyrimidine-5-carboxylic acid methyl ester), FC1C2COCC(C1)N2 (6-fluoro-3-oxa-8-azabicyclo[3.2.1]octane). Product: ClC1=C(C=CC(=C1)F)[C@@H]1N=C(NC(=C1C(=O)OC)CN1C2COCC1C(C2)F)C=2SC=CN2 (Methyl (4R)-4-(2-chloro-4-fluoro-phenyl)-6-[(6-fluoro-3-oxa-8-azabicyclo[3.2.1]octan-8-yl)methyl]-2-thiazol-2-yl-1,4-dihydropyrimidine-5-carboxylate). Reaction SMILES: [CH3:1][O:2][C:3]([C:5]1[C@H:6]([C:18]2[CH:23]=[CH:22][C:21]([F:24])=[CH:20][C:19]=2[Cl:25])[N:7]=[C:8]([C:13]2[S:14][CH:15]=[CH:16][N:17]=2)[NH:9][C:10]=1[CH2:11]Br)=[O:4].[F:26][CH:27]1[CH2:33][CH:32]2[NH:34][CH:28]1[CH2:29][O:30][CH2:31]2>>[Cl:25][C:19]1[CH:20]=[C:21]([F:24])[CH:22]=[CH:23][C:18]=1[C@H:6]1[C:5]([C:3]([O:2][CH3:1])=[O:4])=[C:10]([CH2:11][N:34]2[CH:28]3[CH:27]([F:26])[CH2:33][CH:32]2[CH2:31][O:30][CH2:29]3)[NH:9][C:8]([C:13]2[S:14][CH:15]=[CH:16][N:17]=2)=[N:7]1. Reported procedure: The title compound was prepared in analogy to compound 1a in Example 1 starting from compound C and compound 6-fluoro-3-oxa-8-azabicyclo[3.2.1]octane 51a. Preparation of 6-fluoro-3-oxa-8-azabicyclo[3.2.1]octane 51a: